This data is from the Open Reaction Database (ORD), a public repository of structured organic reaction records. The task is: describe an organic reaction: reactants, conditions, products, and yield Starting materials: CC1(SCCCS1)CCCCOCCCC1=CC=C(C=C1)N1CCCC1 (1-[4-[3-[4-(2-Methyl-1,3-dithian-2-yl)butoxy]propyl]phenyl]pyrrolidine), C([O-])([O-])=O.[Ca+2] (calcium carbonate). The reagents and catalysts are [Hg](Cl)Cl (mercury (II) chloride). Solvent: C1CCOC1 (THF), CO.O (methanol water). The product is N1(CCCC1)C1=CC=C(C=C1)CCCOCCCCC(C)=O (6-[3-[4-(1-Pyrrolidinyl)phenyl]propoxy]-2-hexanone). RXN SMILES: [CH3:1][C:2]1([CH2:8][CH2:9][CH2:10][CH2:11][O:12][CH2:13][CH2:14][CH2:15][C:16]2[CH:21]=[CH:20][C:19]([N:22]3[CH2:26][CH2:25][CH2:24][CH2:23]3)=[CH:18][CH:17]=2)SCCCS1.C(=O)([O-])[O-:28].[Ca+2]>C1COCC1.CO.O.[Hg](Cl)Cl>[N:22]1([C:19]2[CH:20]=[CH:21][C:16]([CH2:15][CH2:14][CH2:13][O:12][CH2:11][CH2:10][CH2:9][CH2:8][C:2](=[O:28])[CH3:1])=[CH:17][CH:18]=2)[CH2:26][CH2:25][CH2:24][CH2:23]1 |f:1.2,4.5|. Procedure: A solution of the product of stage (iv) (3.2 g) in THF (50 ml) was added to a stirred suspension of mercury (II) chloride (8.5 g) and calcium carbonate (3.2 g) in methanol-water (9:1, 50 ml) and the mixture was stirred at reflux for 1 h. The reaction was filtered through hyflo, the filtrate was concentrated in vacuo and the resulting oil was dissolved in chloroform (50 ml). The resulting precipitate was removed by filtration, the solvent was evaporated and the residue was purified by FCC (System... Reactants: ClC1=C(C(=CC=C1)Cl)NC1=CC=C(C=C1)C (N-(2′,6′-Dichlorophenyl)-4-methylaniline), ClCC(=O)Cl (chloroacetylchloride). The product is ClC1=C(C(=CC=C1)Cl)N(C1=CC=C(C=C1)C)C(CCl)=O (N-(2′,6′-Dichlorophenyl)-N-chloroacetyl-4-methylaniline). Reaction SMILES: [Cl:1][C:2]1[CH:7]=[CH:6][CH:5]=[C:4]([Cl:8])[C:3]=1[NH:9][C:10]1[CH:15]=[CH:14][C:13]([CH3:16])=[CH:12][CH:11]=1.[Cl:17][CH2:18][C:19](Cl)=[O:20]>>[Cl:1][C:2]1[CH:7]=[CH:6][CH:5]=[C:4]([Cl:8])[C:3]=1[N:9]([C:19](=[O:20])[CH2:18][Cl:17])[C:10]1[CH:11]=[CH:12][C:13]([CH3:16])=[CH:14][CH:15]=1. Reported procedure: N-(2′,6′-Dichlorophenyl)-4-methylaniline (4.86 g) is reacted with chloroacetylchloride (3.92 g) at 90° C. for 2 h. After dilution with toluene, the mixture is washed with aqueous sodiumcarbonate twice, 40% aqu. sodium bisulfite and water. The organic phase is dried (MgSO4) and evaporated. The residue is recrystallised from ethanol (12 g) to obtain N-(2′,6′-Dichlorophenyl)-N-chloroacetyl (2.83 g), mp: 129.5-130° C. The reactants are O.O.O.O.C(=O)([O-])C(O)C(O)C(=O)[O-].[Na+].[K+] (potassium sodium tartrate tetrahydrate), C(C)(=O)OCC (ethyl acetate), solution, COCCO[AlH2-]OCCOC.[Na+] (Red-Al), C(C)(C)(C)OC(=O)N[C@@]12C(N(C[C@]2(CC1)CF)[C@H](C)C1=CC=CC=C1)=O ((1S,5S)-1-(tert-butoxycarbonylamino)-5-fluoromethyl-2-oxo-3-[(1R)-1-phenylethyl]-3-azabicyclo[3.2.0]heptane). The solvent is [Cl-].[Na+].O (brine), C1(=CC=CC=C1)C (toluene), C1(=CC=CC=C1)C (toluene). Run at time 1.5 hour. The product is C(C)(C)(C)OC(=O)N[C@@]12CN(C[C@]2(CC1)CF)[C@H](C)C1=CC=CC=C1 ((1S,5S)-1-(tert-Butoxycarbonylamino)-5-fluoromethyl-3-[(1R)-1-phenylethyl]-3-azabicyclo[3.2.0]heptane). Yield: 83.4%. As a reaction SMILES: COCCO[AlH2-]OCCOC.[Na+].[C:13]([O:17][C:18]([NH:20][C@@:21]12[CH2:27][CH2:26][C@:25]1([CH2:28][F:29])[CH2:24][N:23]([C@@H:30]([C:32]1[CH:37]=[CH:36][CH:35]=[CH:34][CH:33]=1)[CH3:31])[C:22]2=O)=[O:19])([CH3:16])([CH3:15])[CH3:14].O.O.O.O.C(C(C(C([O-])=O)O)O)([O-])=O.[Na+].[K+].C(OCC)(=O)C>C1(C)C=CC=CC=1.[Cl-].[Na+].O>[C:13]([O:17][C:18]([NH:20][C@@:21]12[CH2:27][CH2:26][C@:25]1([CH2:28][F:29])[CH2:24][N:23]([C@@H:30]([C:32]1[CH:33]=[CH:34][CH:35]=[CH:36][CH:37]=1)[CH3:31])[CH2:22]2)=[O:19])([CH3:14])([CH3:15])[CH3:16] |f:0.1,3.4.5.6.7.8.9,12.13.14|. Reported procedure: A 65% solution of Red-Al™ in toluene (1.76 mL, 5.85 mmol) was added dropwise to a solution of (1S,5S)-1-(tert-butoxycarbonylamino)-5-fluoromethyl-2-oxo-3-[(1R)-1-phenylethyl]-3-azabicyclo[3.2.0]heptane (707 mg, 1.95 mmol) in toluene in a nitrogen atmosphere at −15° C. over 10 minutes. The mixture was heated to room temperature, stirred for 1.5 hours, and cooled to 0° C. A 25% potassium sodium tartrate tetrahydrate solution (10 mL) was carefully added while maintaining the internal temperature of... Reactants: BrC=1C(N(C(C1C1=CNC2=CC=CC=C12)=O)C1=CC=CC=C1)=O (3-bromo-4-(1H-indol-3-yl)-1-phenyl-pyrrole-2,5-dione), C1=CN2CCCC3=CC=CC1=C23 (5,6-dihydro-4H-pyrrolo[3,2,1-ij]quinoline), C[Si]([Si](C)(C)C)(C)C.[Li] (LiHMDS). The solvent is C1(=CC=CC=C1)C (toluene), C1(=CN2CCCC3=CC=CC1=C23)B(O)O ((5,6-dihydro-4H-pyrrolo[3,2,1-ij]quinolin-1-yl)-boranediol), Pd(PPh3)4(tetrakis(triphenylphosphine)palladium). Product: C1(=CN2CCCC3=CC=CC1=C23)C=2C(N(C(C2C2=CNC3=CC=CC=C23)=O)C2=CC=CC=C2)=O (3-(5,6-dihydro-4H-pyrrolo[3,2,1-ij]quinolin-1-yl)-4-(1H-indol-3-yl)-1-phenyl-pyrrole-2,5-dione). As a reaction SMILES: Br[C:2]1[C:3](=[O:23])[N:4]([C:17]2[CH:22]=[CH:21][CH:20]=[CH:19][CH:18]=2)[C:5](=[O:16])[C:6]=1[C:7]1[C:15]2[C:10](=[CH:11][CH:12]=[CH:13][CH:14]=2)[NH:9][CH:8]=1.[CH:24]1[C:34]2=[C:35]3[C:30](=[CH:31][CH:32]=[CH:33]2)[CH2:29][CH2:28][CH2:27][N:26]3[CH:25]=1.C[Si](C)(C)[Si](C)(C)C.[Li]>C1(C)C=CC=CC=1.C1(B(O)O)C2=C3C(=CC=C2)CCCN3C=1>[C:24]1([C:2]2[C:3](=[O:23])[N:4]([C:17]3[CH:22]=[CH:21][CH:20]=[CH:19][CH:18]=3)[C:5](=[O:16])[C:6]=2[C:7]2[C:15]3[C:10](=[CH:11][CH:12]=[CH:13][CH:14]=3)[NH:9][CH:8]=2)[C:34]2=[C:35]3[C:30](=[CH:31][CH:32]=[CH:33]2)[CH2:29][CH2:28][CH2:27][N:26]3[CH:25]=1 |f:2.3,^1:43|. Procedure details: (±)-Trans-3-(5,6-dihydro-4H-pyrrolo[3,2,1-ij]quinolin-1-yl)-4(1H-indol-3-yl)pyrrolidine-2,5-dione may be prepared by reacting 1H-indole and 3,4-dibromo-1-phenyl-pyrrole-2,5-dione in the presence of methyl magnesium bromide to yield 3-bromo-4-(1H-indol-3-yl)-1-phenyl-pyrrole-2,5-dione. The 3-bromo-4-(1H-indol-3-yl)-1-phenyl-pyrrole-2,5-dione is subsequently reacted with 5,6-dihydro-4H-pyrrolo[3,2,1-ij]quinoline and LiHMDS (lithium hexamethyldisilane) in toluene or (5,6-dihydro-4H-pyrrolo[3,2,1-ij...